This data is from the Open Reaction Database (ORD), a public repository of structured organic reaction records. The task is: describe an organic reaction: reactants, conditions, products, and yield The reactants are O=C1N(C=2C(=NC=CC2)N1)C1CCN(CC1)C(=O)OCC1=CC=CC=C1 (benzyl 4-(2-oxo-2,3-dihydro-imidazo[4,5-b]pyridin-1-yl)-piperidine-1-carboxylate), [H][H] (hydrogen). The reagents and catalysts are [Pd] (Pd/C). Solvent: CO (methanol). Product: N1CCC(CC1)N1C(NC2=NC=CC=C21)=O (1-piperidin-4-yl-1,3-dihydro-imidazo[4,5-b]pyridin-2-one). Reaction SMILES: [O:1]=[C:2]1[NH:10][C:5]2=[N:6][CH:7]=[CH:8][CH:9]=[C:4]2[N:3]1[CH:11]1[CH2:16][CH2:15][N:14](C(OCC2C=CC=CC=2)=O)[CH2:13][CH2:12]1.[H][H]>CO.[Pd]>[NH:14]1[CH2:13][CH2:12][CH:11]([N:3]2[C:4]3[C:5](=[N:6][CH:7]=[CH:8][CH:9]=3)[NH:10][C:2]2=[O:1])[CH2:16][CH2:15]1. Reported procedure: 690 g (1.96 mol) benzyl 4-(2-oxo-2,3-dihydro-imidazo[4,5-b]pyridin-1-yl)-piperidine-1-carboxylate were dissolved in 5.4 L methanol and hydrogenated with the addition of 46 g Pd/C (10%; 6.6% by weight) at 60° C. under a hydrogen pressure of 60 psi until all the hydrogen had been taken up. The catalyst was filtered off. 4 L methanol were distilled off from the filtrate. 2 L methylcyclohexane were added and a further 1.5 L solvent were distilled off. The suspension thus obtained was suction filtere... The reactants are FC=1C=C2C(=C(NC2=CC1)C)C(=O)O (5-fluoro-2-methylindole-3-carboxylic acid), NC1CCN(CC1)CCC1=CC=CC=C1 (4-amino-1-(2-phenylethyl)piperidine). The solvent is O1CCCC1 (tetrahydrofuran). Yields the product FC=1C=C2C(=C(NC2=CC1)C)C(=O)NC1CCN(CC1)CCC1=CC=CC=C1 (5-fluoro-2-methyl-N-[1-(2-phenylethyl)-4-piperidyl]indole-3-carboxamide). Isolated yield 47.4%. As a reaction SMILES: [F:1][C:2]1[CH:3]=[C:4]2[C:8](=[CH:9][CH:10]=1)[NH:7][C:6]([CH3:11])=[C:5]2[C:12]([OH:14])=O.[NH2:15][CH:16]1[CH2:21][CH2:20][N:19]([CH2:22][CH2:23][C:24]2[CH:29]=[CH:28][CH:27]=[CH:26][CH:25]=2)[CH2:18][CH2:17]1>O1CCCC1>[F:1][C:2]1[CH:3]=[C:4]2[C:8](=[CH:9][CH:10]=1)[NH:7][C:6]([CH3:11])=[C:5]2[C:12]([NH:15][CH:16]1[CH2:21][CH2:20][N:19]([CH2:22][CH2:23][C:24]2[CH:29]=[CH:28][CH:27]=[CH:26][CH:25]=2)[CH2:18][CH2:17]1)=[O:14]. Reported procedure: A solution of 4.0 g of 5-fluoro-2-methylindole-3-carboxylic acid and 4.2 g of 4-amino-1-(2-phenylethyl)piperidine in 80 ml of tetrahydrofuran was allowed to stand for a while to precipitate a salt. To the suspension was added 4.7 g of dicyclohexylcarbodiimide and the mixture was stirred under reflux for 3 hours. After cooling, the precipitated dicyclohexylurea was filtered off and the filtrate was concentrated. The residue was crystallized by treatment of hexane. The crystals were filtered with ...